Dataset: the Open Reaction Database (ORD), a public repository of structured organic reaction records. Task: describe an organic reaction: reactants, conditions, products, and yield Starting materials: C(C)(C)NC1=CC=C(C=2C(C3=C(C=CC=C3C(C12)=O)O)=O)Br (1-isopropylamino-4-bromo-5-hydroxy-anthraquinone), C(C(C)C)N (isobutylamine). The reagents and catalysts are [Cu]Cl (copper(I) chloride), S(=O)(=O)([O-])[O-].[Cu+2] (copper sulphate). The solvent is CO (methanol). Yields the product C(C)(C)NC1=CC=C(C=2C(C3=C(C=CC=C3C(C12)=O)O)=O)NCC(C)C (1-isopropylamino-5-hydroxy-4-isobutylamino-anthraquinone). Reaction SMILES: [CH:1]([NH:4][C:5]1[C:18]2[C:17](=[O:19])[C:16]3[C:11](=[C:12]([OH:20])[CH:13]=[CH:14][CH:15]=3)[C:10](=[O:21])[C:9]=2[C:8](Br)=[CH:7][CH:6]=1)([CH3:3])[CH3:2].[CH2:23]([NH2:27])[CH:24]([CH3:26])[CH3:25]>CO.[Cu]Cl.S([O-])([O-])(=O)=O.[Cu+2]>[CH:1]([NH:4][C:5]1[C:18]2[C:17](=[O:19])[C:16]3[C:11](=[C:12]([OH:20])[CH:13]=[CH:14][CH:15]=3)[C:10](=[O:21])[C:9]=2[C:8]([NH:27][CH2:23][CH:24]([CH3:26])[CH3:25])=[CH:7][CH:6]=1)([CH3:3])[CH3:2] |f:4.5|. Procedure details: 10 Parts 1-isopropylamino-4-bromo-5-hydroxy-anthraquinone, 50 parts isobutylamine, 0.1 part each of copper(I) chloride and basic copper sulphate are boiled under reflux (appr. 70°) until only small amounts of starting material can be detected (appr. 2 hours are required). The mixture is diluted with 50 parts methanol, the precipitated needles are filtered off with suction in the cold, washed with methanol and hot water. It is also possible to filter off with suction without previous dilution wit... Yields the product Cc1ccc2c(c1)Nc1c(cnn1C)CN2C(=O)c1ccc(CNC(=O)C2CC2)c(F)c1. Starting materials: O=C(Cl)C1CC1, CCN(C(C)C)C(C)C, ClCCl, Cl, Cc1ccc2c(c1)Nc1c(cnn1C)CN2C(=O)c1ccc(CN)c(F)c1. RXN SMILES: [CH:10]1([C:13](=[O:14])[Cl:15])[CH2:11][CH2:12]1.[CH:1]([N:2]([CH2:3][CH3:4])[CH:5]([CH3:6])[CH3:7])([CH3:8])[CH3:9].[Cl:44][CH2:45][Cl:46].[ClH:16].[NH2:17][CH2:18][c:19]1[c:20]([F:43])[cH:21][c:22]([C:25](=[O:26])[N:27]2[c:28]3[c:29]([cH:38][c:39]([CH3:42])[cH:40][cH:41]3)[NH:30][c:31]3[n:32]([CH3:37])[n:33][cH:34][c:35]3[CH2:36]2)[cH:23][cH:24]1>>[CH:10]1([C:13](=[O:14])[NH:17][CH2:18][c:19]2[c:20]([F:43])[cH:21][c:22]([C:25](=[O:26])[N:27]3[c:28]4[c:29]([cH:38][c:39]([CH3:42])[cH:40][cH:41]4)[NH:30][c:31]4[n:32]([CH3:37])[n:33][cH:34][c:35]4[CH2:36]3)[cH:23][cH:24]2)[CH2:11][CH2:12]1. Starting materials: CC(CNC=1N=CNC1C(=O)N)(C)OCCC (4-[(2-Methyl-2-propoxypropyl)amino]-1H-imidazole-5-carboxamide), C(C1=CC=CC=C1)(=O)N=C=S (Benzoyl isothiocyanate). Run in ClCCl (dichloromethane). Reaction conditions: time 3 hour. Yields the product C(CC)OC(CN1C(NC(C=2NC=NC12)=O)=S)(C)C (3-(2-Propoxy-2-methylpropyl)-2-thioxanthine). As a reaction SMILES: [CH3:1][C:2]([O:14][CH2:15][CH2:16][CH3:17])([CH3:13])[CH2:3][NH:4][C:5]1[N:6]=[CH:7][NH:8][C:9]=1[C:10]([NH2:12])=[O:11].C(N=[C:27]=[S:28])(=O)C1C=CC=CC=1>ClCCl>[CH2:15]([O:14][C:2]([CH3:1])([CH3:13])[CH2:3][N:4]1[C:5]2[N:6]=[CH:7][NH:8][C:9]=2[C:10](=[O:11])[NH:12][C:27]1=[S:28])[CH2:16][CH3:17]. Procedure details: 4-[(2-Methyl-2-propoxypropyl)amino]-1H-imidazole-5-carboxamide obtained from Example 2(c) was dissolved (0.19 g, 0.78 mmol) in 7 mL of dichloromethane. The obtained solution was stirred at ambient temperature. Benzoyl isothiocyanate (0.50 g, 3.1 mmol) was added in portions during 6 h. The reaction mixture was stirred over night and the solvent was then removed in vacuo. Ammonia in methanol (7 mL of 7 M solution) was added and the obtained solution was heated at 50° C. for 3 h and then at 80° C. ... Product: C(C1=CC=CC=C1)OC1=CC=C2C(=NN(C2=C1)CCN1CCCCC1)C1CCCC1 (6-benzyloxy-3-cyclopentyl-1-(2-piperidin-1-yl-ethyl)-1H-indazole). As a reaction SMILES: [CH2:1]([O:8][C:9]1[CH:17]=[C:16]2[C:12]([C:13]([CH:18]3[CH2:22][CH2:21][CH2:20][CH2:19]3)=[N:14][NH:15]2)=[CH:11][CH:10]=1)[C:2]1[CH:7]=[CH:6][CH:5]=[CH:4][CH:3]=1.[OH-].[Na+].Cl[CH2:26][CH2:27][N:28]1[CH2:33][CH2:32][CH2:31][CH2:30][CH2:29]1.C1(C)C=CC=CC=1.O1CCOCC1>CCO>[CH2:1]([O:8][C:9]1[CH:17]=[C:16]2[C:12]([C:13]([CH:18]3[CH2:19][CH2:20][CH2:21][CH2:22]3)=[N:14][N:15]2[CH2:26][CH2:27][N:28]2[CH2:33][CH2:32][CH2:31][CH2:30][CH2:29]2)=[CH:11][CH:10]=1)[C:2]1[CH:3]=[CH:4][CH:5]=[CH:6][CH:7]=1 |f:1.2,4.5|. Reported procedure: 6-benzyloxy-3-cyclopentyl-1H-indazole was heated for 1 hour with NaOH (1.64 g, 41 mmol) and 1-(2-chloroethyl)piperidine in EtOH (60 ml) at 40° C. The reaction was followed by TLC (toluene/dioxane: 7/3), and when completed, the mixture was cooled to room temperature. The mixture was quenched by NH4Cl, extracted with AcOEt, dried over Na2SO4, filtered and concentrated under vacuum. Purification by flash chromatography (toluene/1,4-dioxane 7/3) gave the expected product (600 mg, 8% as solid). Run in CCO (EtOH). Reactants: C1(=CC=CC=C1)C.O1CCOCC1 (toluene dioxane), C(C1=CC=CC=C1)OC1=CC=C2C(=NNC2=C1)C1CCCC1 (6-benzyloxy-3-cyclopentyl-1H-indazole), [OH-].[Na+] (NaOH), ClCCN1CCCCC1 (1-(2-chloroethyl)piperidine). Yield: 8.0%. The product is Cc1nn(C)c(Cl)c1C(=O)Cl. As a reaction SMILES: [Cl:18][c:19]1[c:20]([CH:26]=[O:27])[c:21]([CH3:25])[n:22][n:23]1[CH3:24].[Cl:28][c:29]1[c:30]([Cl:31])[cH:32][cH:33][cH:34][cH:35]1.[N:6]#[C:7][C:8]([N:9]=[N:10][C:11]([C:12]#[N:13])([CH3:14])[CH3:15])([CH3:16])[CH3:17].[S:1]([Cl:2])(=[O:3])([Cl:4])=[O:5]>>[Cl:4][C:26]([c:20]1[c:19]([Cl:18])[n:23]([CH3:24])[n:22][c:21]1[CH3:25])=[O:27]. The reactants are Cc1nn(C)c(Cl)c1C=O, Clc1ccccc1Cl, CC(C)(C#N)N=NC(C)(C)C#N, O=S(=O)(Cl)Cl. Reactants: BrCC(=O)NCCNC(=O)OC(C)(C)C (N-bromoacetyl-N′-Boc-ethylenediamine), solution, C(=O)(C(F)(F)F)O (TFA). The solvent is ClCCl (dichloromethane). Conditions: time 30 minute. The product is BrCC(=O)NCCN (N-bromoacetyl-ethylenediamine), FC(C(=O)[O-])(F)F (triflouroacetate). Reaction SMILES: [Br:1][CH2:2][C:3]([NH:5][CH2:6][CH2:7][NH:8]C(OC(C)(C)C)=O)=[O:4].[C:16]([OH:22])([C:18]([F:21])([F:20])[F:19])=[O:17]>ClCCl>[Br:1][CH2:2][C:3]([NH:5][CH2:6][CH2:7][NH2:8])=[O:4].[F:19][C:18]([F:21])([F:20])[C:16]([O-:22])=[O:17]. Procedure details: N-bromoacetyl-N′-BOC-ethylenediamine (3) is dissolved in 50% TFA in dichloromethane (5 ml of the solution per mmol of 3) at 20° C. The deprotection is allowed to proceed for 30 min, then the reaction mixture is concentrated on a rotary evaporator and solidifies upon addition of dry ethyl ether. The solid material is filtered off, washed with ether/petroleum ether on filter and dried. The desired N-bromoacetyl-ethylenediamine is obtained in the form of triflouroacetate salt.